From a dataset of the Open Reaction Database (ORD), a public repository of structured organic reaction records. describe an organic reaction: reactants, conditions, products, and yield Reactants: C(C)(C)(C)OC(=O)NNC(CCOC1=C(C=CC=C1)N(C)C(C1=CC(=C(C=C1)Cl)C=1C=NC(=CC1C#N)C(F)(F)F)=O)=O (N′-[3-(2-{[4-chloro-3-(4-cyano-6-trifluoromethyl-pyridin-3-yl)-benzoyl]-methyl-amino}-phenoxy)-propionyl]-hydrazinecarboxylic acid tert-butyl ester), C(=O)(Cl)Cl (Phosgene), CCN(C(C)C)C(C)C (DIPEA). The solvent is Cl (HCl), O1CCOCC1 (dioxane). Run at time 24 hour. Product: ClC1=C(C=C(C(=O)N(C2=C(C=CC=C2)OCCC=2OC(NN2)=O)C)C=C1)C=1C=NC(=CC1C#N)C(F)(F)F (4-chloro-3-(4-cyano-6-trifluoromethyl-pyridin-3-yl)-N-methyl-N-{2-[2-(5-oxo-4,5-dihydro-[1,3,4]oxadiazol-2-yl)-ethoxy]-phenyl}-benzamide). Isolated yield 48.1%. Reaction SMILES: C([O:5][C:6]([NH:8][NH:9][C:10](=O)[CH2:11][CH2:12][O:13][C:14]1[CH:19]=[CH:18][CH:17]=[CH:16][C:15]=1[N:20]([C:22](=[O:42])[C:23]1[CH:28]=[CH:27][C:26]([Cl:29])=[C:25]([C:30]2[CH:31]=[N:32][C:33]([C:38]([F:41])([F:40])[F:39])=[CH:34][C:35]=2[C:36]#[N:37])[CH:24]=1)[CH3:21])=[O:7])(C)(C)C.CCN(C(C)C)C(C)C.C(Cl)(Cl)=O>Cl.O1CCOCC1>[Cl:29][C:26]1[CH:27]=[CH:28][C:23]([C:22]([N:20]([CH3:21])[C:15]2[CH:16]=[CH:17][CH:18]=[CH:19][C:14]=2[O:13][CH2:12][CH2:11][C:10]2[O:7][C:6](=[O:5])[NH:8][N:9]=2)=[O:42])=[CH:24][C:25]=1[C:30]1[CH:31]=[N:32][C:33]([C:38]([F:41])([F:40])[F:39])=[CH:34][C:35]=1[C:36]#[N:37]. Procedure: N′-[3-(2-{[4-chloro-3-(4-cyano-6-trifluoromethyl-pyridin-3-yl)-benzoyl]-methyl-amino}-phenoxy)-propionyl]-hydrazinecarboxylic acid tert-butyl ester (40.1 mg, 0.065 mmol) was stirred in 4N HCl in dioxane (5 mL) for 2 hrs and was concentrated. The residue was suspended in toluene (5 mL) containing DIPEA (25.2 mg, 0.19 mmol). Phosgene (20% in toluene, 8.2 μL, 0.077 mmol) was added and the mixture was stirred at rt for 24 hrs. The mixture was concentrated and purified via reverse phase preparative L... Yields the product COc1ccc2c(c1)C(O)(c1ccc([N+](=O)[O-])cc1)OC(C)C2. As a reaction SMILES: [CH3:1][CH:2]1[O:3][CH:4]([c:14]2[cH:15][cH:16][c:17]([N+:20](=[O:21])[O-:22])[cH:18][cH:19]2)[c:5]2[cH:6][c:7]([O:12][CH3:13])[cH:8][cH:9][c:10]2[CH2:11]1.[CH3:26][S:27]([CH3:28])=[O:29].[ClH:25].[Na+:24].[O:30]=[CH:31][N:32]([CH3:33])[CH3:34].[OH-:23]>>[CH3:1][CH:2]1[O:3][C:4]([c:14]2[cH:15][cH:16][c:17]([N+:20](=[O:21])[O-:22])[cH:18][cH:19]2)([OH:23])[c:5]2[cH:6][c:7]([O:12][CH3:13])[cH:8][cH:9][c:10]2[CH2:11]1. The reactants are COc1ccc2c(c1)C(c1ccc([N+](=O)[O-])cc1)OC(C)C2, CS(C)=O, Cl, [Na+], CN(C)C=O, [OH-].